Dataset: the Open Reaction Database (ORD), a public repository of structured organic reaction records. Task: describe an organic reaction: reactants, conditions, products, and yield The reactants are CN(C)C=O, ClCCl, O=C(Cl)C(=O)Cl, O=C(O)c1cc(S(=O)(=O)Cl)c(F)cc1Cl. Yields the product O=C(Cl)c1cc(S(=O)(=O)Cl)c(F)cc1Cl. RXN SMILES: [CH3:25][N:26]([CH3:27])[CH:28]=[O:29].[Cl:16][CH2:17][Cl:18].[Cl:19][C:20]([C:21]([Cl:22])=[O:23])=[O:24].[Cl:1][c:2]1[c:3]([C:4](=[O:5])[OH:6])[cH:7][c:8]([S:12](=[O:13])(=[O:14])[Cl:15])[c:9]([F:11])[cH:10]1>>[Cl:1][c:2]1[c:3]([C:4](=[O:5])[Cl:16])[cH:7][c:8]([S:12](=[O:13])(=[O:14])[Cl:15])[c:9]([F:11])[cH:10]1. The reactants are bronze, C(C1=CC=CC=C1)N1C=C(C2=CC(=CC=C12)CS(=O)(=O)N(C)C(C1=CC=CC=C1)C1=CC=CC=C1)C[C@@H]1N(CCC1)C ((R)-1-[1-benzyl-3-(1-methyl-2-pyrrolidinylmethyl)-1H-indol-5-yl]-N-diphenylmethyl-N-methylmethanesulfonamide), [Cl-].[NH4+] (ammonium chloride), [Ca] (calcium), N (ammonia). The solvent is O1CCCC1 (tetrahydrofuran), O (Water), O1CCCC1 (tetrahydrofuran). Reaction conditions: time 15 minute. The product is CNS(=O)(=O)CC=1C=C2C(=CNC2=CC1)C[C@@H]1N(CCC1)C ((R)-N-Methyl-[3-(1-methyl-2-pyrrolidinylmethyl)-1H-indol-5-yl]methanesulfonamide). Yield: 69.1%. RXN SMILES: [Ca].N.C([N:10]1[C:18]2[C:13](=[CH:14][C:15]([CH2:19][S:20]([N:23](C(C3C=CC=CC=3)C3C=CC=CC=3)[CH3:24])(=[O:22])=[O:21])=[CH:16][CH:17]=2)[C:12]([CH2:38][C@H:39]2[CH2:43][CH2:42][CH2:41][N:40]2[CH3:44])=[CH:11]1)C1C=CC=CC=1.[Cl-].[NH4+]>O1CCCC1.O>[CH3:24][NH:23][S:20]([CH2:19][C:15]1[CH:14]=[C:13]2[C:18](=[CH:17][CH:16]=1)[NH:10][CH:11]=[C:12]2[CH2:38][C@H:39]1[CH2:43][CH2:42][CH2:41][N:40]1[CH3:44])(=[O:21])=[O:22] |f:3.4|. Reported procedure: Into a stirred slurry of calcium tunings (1.11 g, 27.7 mmol) in tetrahydrofuran (1.2 ml) at −40° C. was added condensed liquid ammonia (16 ml). The blue bronze was stirred at −50 to −40° C. for a further 15 min, before a solution of (R)-1-[1-benzyl-3-(1-methyl-2-pyrrolidinylmethyl)-1H-indol-5-yl]-N-diphenylmethyl-N-methylmethanesulfonamide (from step (e), 4.0 g, 6.93 mmol) in tetrahydrofuran (10 ml) was added dropwise, maintaining the temperature below −40° C. The dark blue solution was stirred ... Starting materials: CC(=O)OCc1c(F)c(N)c2c(=O)cc(-c3ccc(NC(=O)CCCN(C)C)c(F)c3)oc2c1F, CO, [Na+], [OH-], O. The product is CN(C)CCCC(=O)Nc1ccc(-c2cc(=O)c3c(N)c(F)c(CO)c(F)c3o2)cc1F. Reaction SMILES: [C:1](=[O:2])([CH3:3])[O:4][CH2:5][c:6]1[c:7]([F:35])[c:8]2[c:9]([c:10](=[O:30])[cH:11][c:12](-[c:14]3[cH:15][c:16]([F:29])[c:17]([NH:20][C:21]([CH2:22][CH2:23][CH2:24][N:25]([CH3:26])[CH3:27])=[O:28])[cH:18][cH:19]3)[o:13]2)[c:31]([NH2:34])[c:32]1[F:33].[CH3:39][OH:40].[Na+:37].[OH-:36].[OH2:38]>>[OH:4][CH2:5][c:6]1[c:7]([F:35])[c:8]2[c:9]([c:10](=[O:30])[cH:11][c:12](-[c:14]3[cH:15][c:16]([F:29])[c:17]([NH:20][C:21]([CH2:22][CH2:23][CH2:24][N:25]([CH3:26])[CH3:27])=[O:28])[cH:18][cH:19]3)[o:13]2)[c:31]([NH2:34])[c:32]1[F:33]. Starting materials: C(=NC(=O)Cl)=O (N-(Chlorocarbonyl)isocyanate), CC1=C(N=C(O1)C1=CC=C(C=C1)C(F)(F)F)C1=CC=C(C=C1)C1=CC=C(C=C1)CNO (N-{4′-[5-methyl-2-(4-trifluoromethyl-phenyl)-oxazol-4-yl]-biphenyl-4-ylmethyl}-hydroxylamine), O1CCCC1 (tetrahydrofuran), Cl (HCl). Solvent: O (water). Reaction conditions: time 30 minute. The product is CC1=C(N=C(O1)C1=CC=C(C=C1)C(F)(F)F)C1=CC=C(C=C1)C1=CC=C(C=C1)CN1OC(NC1=O)=O (2-{4′-[5-Methyl-2-(4-trifluoromethyl-phenyl)-oxazol-4-yl]-biphenyl-4-ylmethyl}-[1,2,4]oxadiazolidine-3,5-dione). The yield is 53.0%. As a reaction SMILES: [C:1](=[O:6])=[N:2][C:3](Cl)=[O:4].[CH3:7][C:8]1[O:12][C:11]([C:13]2[CH:18]=[CH:17][C:16]([C:19]([F:22])([F:21])[F:20])=[CH:15][CH:14]=2)=[N:10][C:9]=1[C:23]1[CH:28]=[CH:27][C:26]([C:29]2[CH:34]=[CH:33][C:32]([CH2:35][NH:36][OH:37])=[CH:31][CH:30]=2)=[CH:25][CH:24]=1.O1CCCC1.Cl>O>[CH3:7][C:8]1[O:12][C:11]([C:13]2[CH:18]=[CH:17][C:16]([C:19]([F:21])([F:20])[F:22])=[CH:15][CH:14]=2)=[N:10][C:9]=1[C:23]1[CH:28]=[CH:27][C:26]([C:29]2[CH:34]=[CH:33][C:32]([CH2:35][N:36]3[C:3](=[O:4])[NH:2][C:1](=[O:6])[O:37]3)=[CH:31][CH:30]=2)=[CH:25][CH:24]=1. Procedure: N-(Chlorocarbonyl)isocyanate (0.2 mL, 2.6 mmol) was added dropwise into a cold (−5° C.) mixture of N-{4′-[5-methyl-2-(4-trifluoromethyl-phenyl)-oxazol-4-yl]-biphenyl-4-ylmethyl}-hydroxylamine (1.1, 2.6 mmol), and tetrahydrofuran (20.0 mL). The reaction mixture was stirred for 30 minutes, poured into water, acidified with HCl (2 N), and extracted with ethyl acetate. The organic extracts were dried over MgSO4. Evaporation and purification by flash chromatography on acidic silica gel (hexanes/EtOAc...